From a dataset of the Open Reaction Database (ORD), a public repository of structured organic reaction records. describe an organic reaction: reactants, conditions, products, and yield Starting materials: N(=[N+]=[N-])C1=C(OCCCCCC(=O)O)C=C(C=C1)C=CC=1C(OC(C1C#N)=C(C#N)C#N)(C)C (6-{2-Azido-5-[2-(4-cyano-5-dicyanomethylene-2,2-dimethyl-2,5-dihydro-furan-3-yl)-vinyl]-phenoxy}-hexanoic acid), ON1C(CCC1=O)=O (N-hydroxysuccinimide), C1CCC(CC1)N=C=NC2CCCCC2 (DCC). Solvent: ClCCl (dichloromethane). Reaction conditions: temperature 5 celsius, time 2 hour. Product: O=C1N(C(CC1)=O)OC(CCCCCOC1=C(C=CC(=C1)C=CC=1C(OC(C1C#N)=C(C#N)C#N)(C)C)N=[N+]=[N-])=O (6-{2-azido-5-[2-(4-cyano-5-dicyanomethylene-2,2-dimethyl-2,5-dihydro-furan-3-yl)-vinyl]-phenoxy}-hexanoic acid 2,5-dioxo-pyrrolidin-1-yl ester). Yield: 72.0%. As a reaction SMILES: [N:1]([C:4]1[CH:18]=[CH:17][C:16]([CH:19]=[CH:20][C:21]2[C:22]([CH3:34])([CH3:33])[O:23][C:24](=[C:28]([C:31]#[N:32])[C:29]#[N:30])[C:25]=2[C:26]#[N:27])=[CH:15][C:5]=1[O:6][CH2:7][CH2:8][CH2:9][CH2:10][CH2:11][C:12]([OH:14])=[O:13])=[N+:2]=[N-:3].O[N:36]1[C:40](=[O:41])[CH2:39][CH2:38][C:37]1=[O:42].C1CCC(N=C=NC2CCCCC2)CC1>ClCCl>[O:42]=[C:37]1[CH2:38][CH2:39][C:40](=[O:41])[N:36]1[O:13][C:12](=[O:14])[CH2:11][CH2:10][CH2:9][CH2:8][CH2:7][O:6][C:5]1[CH:15]=[C:16]([CH:19]=[CH:20][C:21]2[C:22]([CH3:34])([CH3:33])[O:23][C:24](=[C:28]([C:31]#[N:32])[C:29]#[N:30])[C:25]=2[C:26]#[N:27])[CH:17]=[CH:18][C:4]=1[N:1]=[N+:2]=[N-:3]. Procedure: The following procedure requires dark room conditions. To a cooled solution (5° C.) of 6-{2-Azido-5-[2-(4-cyano-5-dicyanomethylene-2,2-dimethyl-2,5-dihydro-furan-3-yl)-vinyl]-phenoxy}-hexanoic acid (0.1 g, 0.21 mmol) in dichloromethane (20 ml) was added N-hydroxysuccinimide (0.027 g, 0.24 mmol) and DCC (0.052 g, 0.25 mmol). The resulting solution was allowed to stir at 5° C. for 2 hours and then at room temperature for 12 hours. The solvent was removed under reduced pressure and the resulting da... Yields the product C=Cc1ccc(C(=O)OC)o1. Reactants: COC(=O)c1ccc(Br)o1, O=C([O-])[O-], C1COCCO1, [K+], [K+], O. RXN SMILES: [Br:1][c:2]1[cH:3][cH:4][c:5]([C:7](=[O:8])[O:9][CH3:10])[o:6]1.[C:11](=[O:12])([O-:13])[O-:14].[CH2:17]1[CH2:18][O:22][CH2:21][CH2:20][O:19]1.[K+:15].[K+:16].[OH2:23]>>[c:2]1([CH:17]=[CH2:18])[cH:3][cH:4][c:5]([C:7](=[O:8])[O:9][CH3:10])[o:6]1. Reactants: [BH4-], CCO, Cl, [Na+], O=Cc1ccc2ccccc2n1. The product is OCc1ccc2ccccc2n1. As a reaction SMILES: [BH4-:13].[CH3:16][CH2:17][OH:18].[ClH:15].[Na+:14].[n:1]1[c:2]([CH:11]=[O:12])[cH:3][cH:4][c:5]2[cH:6][cH:7][cH:8][cH:9][c:10]12>>[n:1]1[c:2]([CH2:11][OH:12])[cH:3][cH:4][c:5]2[cH:6][cH:7][cH:8][cH:9][c:10]12. Starting materials: C(C)OC(CN)OCC (aminoacetaldehyde diethylacetal), [N+](=O)([O-])C=C(SC)SC (1-nitro-2,2-bis-methylthioethylene). Solvent: C(C)O (ethanol). Product: [N+](=O)([O-])C=C(NCC(OCC)OCC)SC (1-nitro-2-methylthio-2-(2,2-diethoxyethylamino)ethylene). Yield: 57.9%. RXN SMILES: [CH2:1]([O:3][CH:4]([O:7][CH2:8][CH3:9])[CH2:5][NH2:6])[CH3:2].[N+:10]([CH:13]=[C:14](SC)[S:15][CH3:16])([O-:12])=[O:11]>C(O)C>[N+:10]([CH:13]=[C:14]([S:15][CH3:16])[NH:6][CH2:5][CH:4]([O:7][CH2:8][CH3:9])[O:3][CH2:1][CH3:2])([O-:12])=[O:11]. Reported procedure: (a)(i) A solution of aminoacetaldehyde diethylacetal (8 g, 0.06 mol) and 1-nitro-2,2-bis-methylthioethylene (10 g, 0.06 mol) in ethanol (100 ml) was refluxed for 20 hours. The solvent was removed in vacuo. The residue was chromatographed on a silica gel column eluted with carbon tetrachloride/chloroform (7:3) and the product was crystallised from propan-2-ol to give 1-nitro-2-methylthio-2-(2,2-diethoxyethylamino)ethylene (8.7 g, 58%) m.p. 73°-73.5°. Starting materials: C1(CC1)C=O (cyclopropanecarboxaldehyde), C(CC(=O)[O-])(=O)OC (monomethyl malonate), C1(CC1)C=O (cyclopropanecarboxaldehyde), C(C)(=O)[O-].[NH4+] (ammonium acetate). The solvent is N1=CC=CC=C1 (pyridine), C1=CC=CC=C1 (benzene). Product: C1(CC1)C(C(=O)OC)=C (methyl cyclopropylacrylate). Yield: 88.0%. As a reaction SMILES: [C:1]([O:7][CH3:8])(=[O:6])[CH2:2][C:3]([O-])=O.[CH:9]1([CH:12]=O)C[CH2:10]1.C([O-])(=O)C.[NH4+]>C1C=CC=CC=1.N1C=CC=CC=1>[CH:9]1([C:2](=[CH2:3])[C:1]([O:7][CH3:8])=[O:6])[CH2:12][CH2:10]1 |f:2.3|. Procedure details: To a solution of monomethyl malonate (14.16 g, 1.2 eq based on the cyclopropanecarboxaldehyde) and ammonium acetate (0.3 g) in benzene (20 ml) was added dropwise a solution of cyclopropanecarboxaldehyde (7.1 g, 101.3 mmol) in pyridine (11 ml) at 0±5° C. After addition, the solution was refluxed to remove water outside. To the reaction mixture was added 1N hydrochloric acid to acidify. After separation, the aqueous layer was extracted with diisopropyl ether (70 ml) twice. The combined organic lay...